This data is from the Open Reaction Database (ORD), a public repository of structured organic reaction records. The task is: describe an organic reaction: reactants, conditions, products, and yield Starting materials: amine, COC1=CC=C(CN(C=2C=CC3=C(N=C(N=C3NC3=CC=NC=C3C(=O)NC)C3=C(C=CC(=C3)Cl)F)N2)CC2=CC=C(C=C2)OC)C=C1 (4-[7-[Bis-(4-methoxy-benzyl)-amino]-2-(5-chloro-2-fluorophenyl)-pyrido[2,3-d]pyrimidin-4-ylamino]-N-methyl-nicotinamide), COC1=CC=C(CN(C=2C=CC3=C(N=C(N=C3NC3=CC=NC=C3C(=O)NC)C3=C(C=CC(=C3)Cl)F)N2)CC2=CC=C(C=C2)OC)C=C1 (4-[7-[Bis-(4-methoxy-benzyl)-amino]-2-(5-chloro-2-fluoro-phenyl)-pyrido[2,3-d]pyrimidin-4-ylamino]-N-methyl-nicotinamide). Solvent: FC(C(=O)O)(F)F (trifluoroacetic acid). Conditions: temperature 40 celsius. The product is NC=1C=CC2=C(N=C(N=C2NC2=CC=NC=C2C(=O)NC)C2=C(C=CC(=C2)Cl)F)N1 (4-[7-Amino-2-(5-chloro-2-fluoro-phenyl)-pyrido[2,3-d]pyrimidin-4-ylamino]-N-methyl-nicotinamide). RXN SMILES: COC1C=CC(C[N:8](CC2C=CC(OC)=CC=2)[C:9]2[CH:10]=[CH:11][C:12]3[C:17]([NH:18][C:19]4[C:24]([C:25]([NH:27][CH3:28])=[O:26])=[CH:23][N:22]=[CH:21][CH:20]=4)=[N:16][C:15]([C:29]4[CH:34]=[C:33]([Cl:35])[CH:32]=[CH:31][C:30]=4[F:36])=[N:14][C:13]=3[N:37]=2)=CC=1>FC(F)(F)C(O)=O>[NH2:8][C:9]1[CH:10]=[CH:11][C:12]2[C:17]([NH:18][C:19]3[C:24]([C:25]([NH:27][CH3:28])=[O:26])=[CH:23][N:22]=[CH:21][CH:20]=3)=[N:16][C:15]([C:29]3[CH:34]=[C:33]([Cl:35])[CH:32]=[CH:31][C:30]=3[F:36])=[N:14][C:13]=2[N:37]=1. Reported procedure: Using the methods descried in Example 2, the protected amine compound, 4-[7-[Bis-(4-methoxy-benzyl)-amino]-2-(5-chloro-2-fluorophenyl)-pyrido[2,3-d]pyrimidin-4-ylamino]-N-methyl-nicotinamide, was prepared. The two methoxybenzyl protecting groups were then removed as follows. A suspension of 4-[7-[Bis-(4-methoxy-benzyl)-amino]-2-(5-chloro-2-fluoro-phenyl)-pyrido[2,3-d]pyrimidin-4-ylamino]-N-methyl-nicotinamide (1.96 g; 3.14 mmol) in neat trifluoroacetic acid (30 mL) was heated to 40° C. for 30 h.... The reactants are [BH4-].[Na+] (Sodium borohydride), C(C)(=O)C(CCCCCCC(=O)O)CCCC(COC1=CC=C(C=C1)F)O (8-acetyl-12-hydroxy-13-(4-fluorophenoxy)-tridecanoic acid), [OH-].[Na+] (sodium hydroxide), Congo Red, Cl (hydrochloric acid). Run in O (water), CCOCC (ether). Reaction conditions: time 19 hour. Yields the product OC(C)C(CCCCCCC(=O)O)CCCC(COC1=CC=C(C=C1)F)O (8-(1-Hydroxyethyl)-12-hydroxy-13-(4-fluorophenoxy)tridecanoic Acid). Reaction SMILES: [BH4-].[Na+].[C:3]([CH:6]([CH2:16][CH2:17][CH2:18][CH:19]([OH:29])[CH2:20][O:21][C:22]1[CH:27]=[CH:26][C:25]([F:28])=[CH:24][CH:23]=1)[CH2:7][CH2:8][CH2:9][CH2:10][CH2:11][CH2:12][C:13]([OH:15])=[O:14])(=[O:5])[CH3:4].[OH-].[Na+].Cl>CCOCC.O>[OH:5][CH:3]([CH:6]([CH2:16][CH2:17][CH2:18][CH:19]([OH:29])[CH2:20][O:21][C:22]1[CH:23]=[CH:24][C:25]([F:28])=[CH:26][CH:27]=1)[CH2:7][CH2:8][CH2:9][CH2:10][CH2:11][CH2:12][C:13]([OH:15])=[O:14])[CH3:4] |f:0.1,3.4|. Reported procedure: Sodium borohydride (1.2 g., 0.03 mole) is added to a solution of 8-acetyl-12-hydroxy-13-(4-fluorophenoxy)-tridecanoic acid (15.4 g., 0.04 mole) and sodium hydroxide (2.0 g., 0.05 mole) in 70 ml. of water. The resulting solution is allowed to stand at room temperature for 19 hours, and is then acidified to Congo Red with concentrated hydrochloric acid. The oil product is taken up in ether, washed with water and dried over sodium sulfate. The ether is evaporated leaving 12.8 g. of the crude title ... The reactants are ClC1=C2CCC(CC2=C(C=C1)Cl)=O (5,8-dichloro-2-tetralone), C1(=CC=CC=C1)N1CNC(C12CCNCC2)=O (1-phenyl-1,3,8-triazaspiro[4.5]decan-4-one). The product is Cl.ClC1=C2CCC(CC2=C(C=C1)Cl)N1CCC2(C(NCN2C2=CC=CC=C2)=O)CC1 (8-(5,8-Dichloro-1,2,3,4-tetrahydro-2-naphthyl)-1-phenyl-1,3,8-triaza-spiro[4.5]decan-4-one hydrochloride). Reaction SMILES: [Cl:1][C:2]1[CH:11]=[CH:10][C:9]([Cl:12])=[C:8]2[C:3]=1[CH2:4][CH2:5][C:6](=O)[CH2:7]2.[C:14]1([N:20]2[C:24]3([CH2:29][CH2:28][NH:27][CH2:26][CH2:25]3)[C:23](=[O:30])[NH:22][CH2:21]2)[CH:19]=[CH:18][CH:17]=[CH:16][CH:15]=1>>[ClH:1].[Cl:1][C:2]1[CH:11]=[CH:10][C:9]([Cl:12])=[C:8]2[C:3]=1[CH2:4][CH2:5][CH:6]([N:27]1[CH2:26][CH2:25][C:24]3([N:20]([C:14]4[CH:19]=[CH:18][CH:17]=[CH:16][CH:15]=4)[CH2:21][NH:22][C:23]3=[O:30])[CH2:29][CH2:28]1)[CH2:7]2 |f:2.3|. Procedure details: The title compound, m.p. 290-293° C. was prepared in accordance with the general method of example 1 from 5,8-dichloro-2-tetralone and 1-phenyl-1,3,8-triazaspiro[4.5]decan-4-one. The reactants are OC(CC)C1=CC(=NO1)C1=CC=C(C=C1)OC (5-(1-hydroxypropyl)-3-(4-methoxyphenyl)isoxazole), resultant mixture, C(C)(=O)[O-].[Na+] (sodium acetate), [O-][Si](=O)[O-].[Mg+2] (Florisil), [Cr](=O)(=O)([O-])Cl.[NH+]1=CC=CC=C1 (pyridinium chlorochromate). Reaction SMILES: [OH:1][CH:2]([C:5]1[O:9][N:8]=[C:7]([C:10]2[CH:15]=[CH:14][C:13]([O:16][CH3:17])=[CH:12][CH:11]=2)[CH:6]=1)[CH2:3][CH3:4].C([O-])(=O)C.[Na+].[O-][Si]([O-])=O.[Mg+2].[Cr](Cl)([O-])(=O)=O.[NH+]1C=CC=CC=1>ClCCl>[CH3:17][O:16][C:13]1[CH:12]=[CH:11][C:10]([C:7]2[CH:6]=[C:5]([C:2](=[O:1])[CH2:3][CH3:4])[O:9][N:8]=2)=[CH:15][CH:14]=1 |f:1.2,3.4,5.6|. Conditions: time 4 hour. The solvent is ClCCl (dichloromethane). Procedure: Added to 160 ml of dichloromethane were 8.07 g (34.6 mmol) of 5-(1-hydroxypropyl)-3-(4-methoxyphenyl)isoxazole prepared in the above procedure (2), 4.83 g (58.9 mmol) of sodium acetate and 12.7 g of "Florisil" (trade mark, Wakojunyaku Inc. ). While the resultant mixture was stirred vigorously, 12.7 g (58.9 mmol) pyridinium chlorochromate were added in small portions. After the mixture was stirred at room temperature for 4 hours, an insoluble material was filtered off and the solvent was distille... Product: COC1=CC=C(C=C1)C1=NOC(=C1)C(CC)=O (3-(4-Methoxyphenyl)-5-propionylisoxazole). As a reaction SMILES: [Al+3:24].[CH2:29]1[O:30][CH2:31][CH2:32][CH2:33]1.[H-:23].[H-:26].[H-:27].[H-:28].[Li+:25].[o:1]1[c:2]([CH2:10][O:11][c:12]2[cH:13][cH:14][c:15]([C:16](=[O:17])[O:18][CH2:19][CH3:20])[cH:21][cH:22]2)[cH:3][c:4]2[c:5]1[cH:6][cH:7][cH:8][cH:9]2>>[o:1]1[c:2]([CH2:10][O:11][c:12]2[cH:13][cH:14][c:15]([CH2:16][OH:17])[cH:21][cH:22]2)[cH:3][c:4]2[c:5]1[cH:6][cH:7][cH:8][cH:9]2. Reactants: [Al+3], C1CCOC1, [H-], [H-], [H-], [H-], [Li+], CCOC(=O)c1ccc(OCc2cc3ccccc3o2)cc1. The product is OCc1ccc(OCc2cc3ccccc3o2)cc1.